Dataset: the Open Reaction Database (ORD), a public repository of structured organic reaction records. Task: describe an organic reaction: reactants, conditions, products, and yield Starting materials: C=CCC(C)(C)CO, C=CB1OC(C)(C)C(C)(C)O1, ClCCl. Yields the product CC(C)(CO)CC=CB1OC(C)(C)C(C)(C)O1. Reaction SMILES: [CH3:1][C:2]([CH2:3][OH:4])([CH2:5][CH:6]=[CH2:7])[CH3:8].[CH3:9][C:10]1([CH3:19])[O:11][B:12]([CH:17]=[CH2:18])[O:13][C:14]1([CH3:15])[CH3:16].[Cl:20][CH2:21][Cl:22]>>[CH3:1][C:2]([CH2:3][OH:4])([CH2:5][CH:6]=[CH:7][B:12]1[O:11][C:10]([CH3:9])([CH3:19])[C:14]([CH3:15])([CH3:16])[O:13]1)[CH3:8]. Starting materials: CN1C(CCC1)=O (1-methyl 2-pyrrolidinone), FC1=C(C=C2C(=C(C=NC2=C1)C#N)NC1=CC=C(C=C1)OC=1C=NC=CC1)OC (7-fluoro-6-methoxy-4-[4-(pyridin-3-yloxy)phenylamino]-quinoline-3-carbonitrile), 4-(1-pyrrolidinylpiperidine). Product: 120, N1(CCCC1)C1CCN(CC1)C1=NC2=CC=CC=C2C=C1C#N (4-pyrrolidin-1-yl-piperidin-1-ylquinoline-3-carbonitrile). As a reaction SMILES: F[C:2]1[CH:11]=[C:10]2[C:5]([C:6](NC3C=CC(OC4C=NC=CC=4)=CC=3)=[C:7]([C:12]#[N:13])[CH:8]=[N:9]2)=[CH:4][C:3]=1OC.[CH3:30][N:31]1[CH2:35][CH2:34][CH2:33][C:32]1=O>>[N:31]1([CH:30]2[CH2:5][CH2:10][N:9]([C:8]3[C:7]([C:12]#[N:13])=[CH:6][C:5]4[C:10](=[CH:11][CH:2]=[CH:3][CH:4]=4)[N:9]=3)[CH2:8][CH2:7]2)[CH2:35][CH2:34][CH2:33][CH2:32]1. Reported procedure: Following the procedure of Example 11, a mixture of 150 mg (0.39 mmol) of 7-fluoro-6-methoxy-4-[4-(pyridin-3-yloxy)phenylamino]-quinoline-3-carbonitrile and 299 my (1.94 mmol) of 4-(1-pyrrolidinylpiperidine) are refluxed in 1-methyl 2-pyrrolidinone (1 mL) at 105° C. for 12 hours to yield the crude product. Purification by silica gel chromatography (95:5 methylene chloride/methanol) gives 120 my of 6-methoxy-4-[4-(pyridin-3-yloxy)phenylamino]-7-(4-pyrrolidin-1-yl-piperidin-1-ylquinoline-3-carboni... Yield: 91.0%. Run in N1=CC=CC=C1 (pyridine). As a reaction SMILES: [Cl:1][C:2]1[CH:7]=[CH:6][C:5]([C:8]2[N:9]=[C:10]([CH2:13][CH2:14][CH2:15][OH:16])[O:11][CH:12]=2)=[CH:4][CH:3]=1.[C:17](OC(=O)C)(=[O:19])[CH3:18].O>N1C=CC=CC=1>[C:17]([O:16][CH2:15][CH2:14][CH2:13][C:10]1[O:11][CH:12]=[C:8]([C:5]2[CH:4]=[CH:3][C:2]([Cl:1])=[CH:7][CH:6]=2)[N:9]=1)(=[O:19])[CH3:18]. Reaction conditions: time 30 minute. Product: C(C)(=O)OCCCC=1OC=C(N1)C1=CC=C(C=C1)Cl (3-[4-(4-chlorophenyl)-2-oxazolyl]propyl acetate). Reported procedure: To a solution 3-[4-(4-chlorophenyl)-2-oxazolyl]propanol (0.5 g) in pyridine (5 ml) was added acetic anhydride (1.0 ml), followed by stirring for 30 minutes at 50° to 60° C. The reaction mixture was poured into water. The precipitated crystals were collected by filtration to obtain 3-[4-(4-chlorophenyl)-2-oxazolyl]propyl acetate (0.535 g, 91%). Recrystallization from ether-hexane gave colorless prism crystals of mp 37°-37.5° C. Reactants: ClC1=CC=C(C=C1)C=1N=C(OC1)CCCO (3-[4-(4-chlorophenyl)-2-oxazolyl]propanol), C(C)(=O)OC(C)=O (acetic anhydride), O (water).